Dataset: the Open Reaction Database (ORD), a public repository of structured organic reaction records. Task: describe an organic reaction: reactants, conditions, products, and yield The reactants are BrC=1C=C(C(=O)NC=2SC=3C(=NC=C(C3N2)OC)N2CCOCC2)C=CN1 (2-bromo-N-(7-methoxy-4-morpholin-4-yl-thiazolo[5,4-c]pyridin-2-yl)-isonicotinamide), C([O-])([O-])=O.[Cs+].[Cs+] (cesium carbonate). The solvent is N1CCOCC1 (morpholine). The product is COC=1C2=C(C(=NC1)N1CCOCC1)SC(=N2)NC(C2=CC(=NC=C2)N2CCOCC2)=O (N-(7-Methoxy-4-morpholin-4-yl-thiazolo[5,4-c]pyridin-2-yl)-2-morpholin-4-yl-isonicotinamide). As a reaction SMILES: Br[C:2]1[CH:3]=[C:4]([CH:25]=[CH:26][N:27]=1)[C:5]([NH:7][C:8]1[S:9][C:10]2[C:11]([N:19]3[CH2:24][CH2:23][O:22][CH2:21][CH2:20]3)=[N:12][CH:13]=[C:14]([O:17][CH3:18])[C:15]=2[N:16]=1)=[O:6].[C:28](=[O:31])([O-])[O-].[Cs+].[Cs+]>N1CCOCC1>[CH3:18][O:17][C:14]1[C:15]2[N:16]=[C:8]([NH:7][C:5](=[O:6])[C:4]3[CH:25]=[CH:26][N:27]=[C:2]([N:7]4[CH2:8][CH2:28][O:31][CH2:4][CH2:5]4)[CH:3]=3)[S:9][C:10]=2[C:11]([N:19]2[CH2:24][CH2:23][O:22][CH2:21][CH2:20]2)=[N:12][CH:13]=1 |f:1.2.3|. Procedure: From 2-bromo-N-(7-methoxy-4-morpholin-4-yl-thiazolo[5,4-c]pyridin-2-yl)-isonicotinamide with cesium carbonate in morpholine. ES-MS m/e (%): 457 (M+H+, 100). Starting materials: NC1=C(C=CC=C1)C(C1=CC=CC=C1)NC1CCN(CC1)CC1=CC=CC=C1 (α-(2-aminophenyl)-N-(1-benzylpiperidin-4-yl)benzylamine), C(=S)(N1C=NC=C1)N1C=NC=C1 (1,1'-thiocarbonyldiimidazole). The solvent is O1CCCC1 (tetrahydrofuran). Yields the product C(C1=CC=CC=C1)N1CCC(CC1)N1C(NC2=CC=CC=C2C1C1=CC=CC=C1)=S (3-(1-benzylpiperidin-4-yl)-4-phenyl-3,4-dihydro-2(1H)-quinazolinethione). The yield is 96.3%. RXN SMILES: [NH2:1][C:2]1[CH:7]=[CH:6][CH:5]=[CH:4][C:3]=1[CH:8]([NH:15][CH:16]1[CH2:21][CH2:20][N:19]([CH2:22][C:23]2[CH:28]=[CH:27][CH:26]=[CH:25][CH:24]=2)[CH2:18][CH2:17]1)[C:9]1[CH:14]=[CH:13][CH:12]=[CH:11][CH:10]=1.[C:29](N1C=CN=C1)(N1C=CN=C1)=[S:30]>O1CCCC1>[CH2:22]([N:19]1[CH2:18][CH2:17][CH:16]([N:15]2[CH:8]([C:9]3[CH:10]=[CH:11][CH:12]=[CH:13][CH:14]=3)[C:3]3[C:2](=[CH:7][CH:6]=[CH:5][CH:4]=3)[NH:1][C:29]2=[S:30])[CH2:21][CH2:20]1)[C:23]1[CH:24]=[CH:25][CH:26]=[CH:27][CH:28]=1. Reported procedure: To a solution of 503 mg (1.35 mmol) of α-(2-aminophenyl)-N-(1-benzylpiperidin-4-yl)benzylamine in 10 mL of tetrahydrofuran was added 300 mg (1.68 mmol) of 1,1'-thiocarbonyldiimidazole, and the mixture was heated under reflux for 3 hours. After being cooled, the reaction mixture was concentrated in vacuo, and the residue was purified by means of column chromatography (silica gel, 1:4 ethyl acetate:chloroform) to give 540 mg (1.30 mmol) of the title compound. Starting materials: COC1=C(C=C2C(=N1)N=CN2)OC (5,6-dimethoxy-1H-imidazo[4,5-b]pyridine), ClC1(SC=CC1=O)C(=O)OC (methyl 2-chloro-3-oxo-2,3-dihydrothiophene-2-carboxylate). The solvent is C(Cl)(Cl)Cl (chloroform). Yields the product COC1=C(C=C2C(=N1)N(C=N2)C2=CC(=C(S2)C(=O)OC)O)OC (Methyl 5-(5,6-dimethoxy-3H-imidazo[4,5-b]pyridin-3-yl)-3-hydroxythio-phene-2-carboxylate). As a reaction SMILES: [CH3:1][O:2][C:3]1[N:8]=[C:7]2[N:9]=[CH:10][NH:11][C:6]2=[CH:5][C:4]=1[O:12][CH3:13].Cl[C:15]1([C:21]([O:23][CH3:24])=[O:22])[C:19](=[O:20])[CH:18]=[CH:17][S:16]1>C(Cl)(Cl)Cl>[CH3:1][O:2][C:3]1[N:8]=[C:7]2[N:9]([C:17]3[S:16][C:15]([C:21]([O:23][CH3:24])=[O:22])=[C:19]([OH:20])[CH:18]=3)[CH:10]=[N:11][C:6]2=[CH:5][C:4]=1[O:12][CH3:13]. Procedure: In a similar manner as described for example C6, 1.50 g of the above-synthesized 5,6-dimethoxy-1H-imidazo[4,5-b]pyridine and 0.81 g of methyl 2-chloro-3-oxo-2,3-dihydrothiophene-2-carboxylate in 40 ml chloroform yield the title compounds as an isomeric mixture which was used for the next step without further purification (example B4). Reactants: C1CCOC1, CC#N, O=[N+]([O-])c1cnc(C(F)(F)F)cc1Cl, [K+], [K+], O=C([O-])[O-]. Yields the product CCNc1cc(C(F)(F)F)ncc1[N+](=O)[O-]. Reaction SMILES: [CH2:24]1[O:25][CH2:26][CH2:27][CH2:28]1.[CH3:21][C:22]#[N:23].[Cl:7][c:8]1[cH:9][c:10]([C:17]([F:18])([F:19])[F:20])[n:11][cH:12][c:13]1[N+:14](=[O:15])[O-:16].[K+:1].[K+:2].[O-:3][C:4]([O-:5])=[O:6]>>[c:8]1([NH:23][CH2:22][CH3:21])[cH:9][c:10]([C:17]([F:18])([F:19])[F:20])[n:11][cH:12][c:13]1[N+:14](=[O:15])[O-:16]. Starting materials: [BH4-], Cn1nnc(N)n1, CCO, Cc1ccccc1, O=Cc1cc(C(F)(F)F)cc(C(F)(F)F)c1, [Na+]. Yields the product Cn1nnc(NCc2cc(C(F)(F)F)cc(C(F)(F)F)c2)n1. As a reaction SMILES: [BH4-:27].[CH3:17][n:18]1[n:19][c:20]([NH2:23])[n:21][n:22]1.[CH3:24][CH2:25][OH:26].[CH3:29][c:30]1[cH:31][cH:32][cH:33][cH:34][cH:35]1.[F:1][C:2]([c:3]1[cH:4][c:5]([CH:6]=[O:7])[cH:8][c:9]([C:11]([F:12])([F:13])[F:14])[cH:10]1)([F:15])[F:16].[Na+:28]>>[F:1][C:2]([c:3]1[cH:4][c:5]([CH2:6][NH:23][c:20]2[n:19][n:18]([CH3:17])[n:22][n:21]2)[cH:8][c:9]([C:11]([F:12])([F:13])[F:14])[cH:10]1)([F:15])[F:16]. Product: ClC1=C(C=C(C=C1)Cl)\C(\C)=N\NC(C1=CC(=CC=C1)S(=O)(=O)N1CCOCC1)=O ((E)-N′-(1-(2,5-dichlorophenyl)ethylidene)-3-(morpholinosulfonyl)benzohydrazide). Reported procedure: 1-(2,5-Dichlorophenyl)ethanone (20 mg, 0.106 mmol) and 3-(morpholinosulfonyl)benzohydrazide (30.2 mg, 0.106 mmol) were dissolved in methanol (4 mL) in the presence of acetic acid as a catalyst, and the reaction mixture was heated via microwave irradiation to 120° C. for 30 min. Following cooling, the solvent was removed by vacuum and the resulting crude material was purified by flash column chromatography affording the title compound in a 10 mg yield. 1H NMR (400 MHz, CDCl3): δ 8.29 (m, 1H), 8.0... Reactants: ClC1=C(C=C(C=C1)Cl)C(C)=O (1-(2,5-Dichlorophenyl)ethanone), O1CCN(CC1)S(=O)(=O)C=1C=C(C(=O)NN)C=CC1 (3-(morpholinosulfonyl)benzohydrazide). Solvent: CO (methanol), C(C)(=O)O (acetic acid). Reaction conditions: temperature 120 celsius. Reaction SMILES: [Cl:1][C:2]1[CH:7]=[CH:6][C:5]([Cl:8])=[CH:4][C:3]=1[C:9](=O)[CH3:10].[O:12]1[CH2:17][CH2:16][N:15]([S:18]([C:21]2[CH:22]=[C:23]([CH:28]=[CH:29][CH:30]=2)[C:24]([NH:26][NH2:27])=[O:25])(=[O:20])=[O:19])[CH2:14][CH2:13]1>CO.C(O)(=O)C>[Cl:1][C:2]1[CH:7]=[CH:6][C:5]([Cl:8])=[CH:4][C:3]=1/[C:9](=[N:27]/[NH:26][C:24](=[O:25])[C:23]1[CH:28]=[CH:29][CH:30]=[C:21]([S:18]([N:15]2[CH2:16][CH2:17][O:12][CH2:13][CH2:14]2)(=[O:19])=[O:20])[CH:22]=1)/[CH3:10]. Reactants: CC1(C)CC(OC(=O)c2ccccc2)CC(C)(C)N1, Clc1nc(Cl)nc(Cl)n1, Cc1ccccc1C. The product is CC1(C)CC(OC(=O)c2ccccc2)CC(C)(C)N1c1nc(Cl)nc(Cl)n1. As a reaction SMILES: [CH3:10][C:11]1([CH3:28])[NH:12][C:13]([CH3:26])([CH3:27])[CH2:14][CH:15]([O:17][C:18]([c:19]2[cH:20][cH:21][cH:22][cH:23][cH:24]2)=[O:25])[CH2:16]1.[Cl:1][c:2]1[n:3][c:4]([Cl:5])[n:6][c:7]([Cl:8])[n:9]1.[c:29]1([CH3:30])[c:31]([CH3:32])[cH:33][cH:34][cH:35][cH:36]1>>[c:2]1([N:12]2[C:11]([CH3:10])([CH3:28])[CH2:16][CH:15]([O:17][C:18]([c:19]3[cH:20][cH:21][cH:22][cH:23][cH:24]3)=[O:25])[CH2:14][C:13]2([CH3:26])[CH3:27])[n:3][c:4]([Cl:5])[n:6][c:7]([Cl:8])[n:9]1.